Dataset: the Open Reaction Database (ORD), a public repository of structured organic reaction records. Task: describe an organic reaction: reactants, conditions, products, and yield Reaction SMILES: [Br-:1].[Br-:2].[Br-:3].[C:22]([CH3:23])(=[O:24])[c:25]1[cH:26][cH:27][c:28]([Br:31])[n:29][cH:30]1.[CH2:32]1[O:33][CH2:34][CH2:35][CH2:36]1.[nH+:10]1[cH:11][cH:12][cH:13][cH:14][cH:15]1.[nH+:16]1[cH:17][cH:18][cH:19][cH:20][cH:21]1.[nH+:4]1[cH:5][cH:6][cH:7][cH:8][cH:9]1>>[Br:1][CH2:23][C:22](=[O:24])[c:25]1[cH:26][cH:27][c:28]([Br:31])[n:29][cH:30]1. The reactants are [Br-], [Br-], [Br-], CC(=O)c1ccc(Br)nc1, C1CCOC1, c1cc[nH+]cc1, c1cc[nH+]cc1, c1cc[nH+]cc1. The product is O=C(CBr)c1ccc(Br)nc1. Starting materials: CC(C)(C)OC(=O)NC1CCCN(c2c(Br)cnc3[nH]cc(NC(=O)C4CCOC4)c23)C1, CO, CCOCC, ClCCl, Cl, O=C(O)C(F)(F)F. Product: NC1CCCN(c2c(Br)cnc3[nH]cc(NC(=O)C4CCOC4)c23)C1, Cl. RXN SMILES: [Br:1][c:2]1[c:3]([N:19]2[CH2:20][CH:21]([NH:25][C:26](=[O:27])[O:28][C:29]([CH3:30])([CH3:31])[CH3:32])[CH2:22][CH2:23][CH2:24]2)[c:4]2[c:5]([n:6][cH:7]1)[nH:8][cH:9][c:10]2[NH:11][C:12](=[O:13])[CH:14]1[CH2:15][O:16][CH2:17][CH2:18]1.[CH3:41][OH:42].[CH3:46][CH2:47][O:48][CH2:49][CH3:50].[Cl:43][CH2:44][Cl:45].[ClH:33].[F:34][C:35]([F:36])([F:37])[C:38]([OH:39])=[O:40]>>[Br:1][c:2]1[c:3]([N:19]2[CH2:20][CH:21]([NH2:25])[CH2:22][CH2:23][CH2:24]2)[c:4]2[c:5]([n:6][cH:7]1)[nH:8][cH:9][c:10]2[NH:11][C:12](=[O:13])[CH:14]1[CH2:15][O:16][CH2:17][CH2:18]1.[ClH:33]. The reactants are C(O)([O-])=O.[Na+] (sodium hydrogen carbonate), NC1=C(SC(=C1)C1=CC=NC=C1)C(=O)N (3-amino-5-(pyridin-4-yl)thiophene-2-carboxamide), C1(CCCCCC1)=O (cycloheptanone), O.C1(=CC=C(C=C1)S(=O)(=O)O)C (p-toluenesulfonic acid monohydrate). The solvent is C(C)(=O)O (acetic acid). Reaction conditions: temperature 110 celsius, time 2 hour. The product is N1=CC=C(C=C1)C1=CC=2NC3(NC(C2S1)=O)CCCCCC3 (6′-(pyridin-4-yl)-1′H-spiro[cycloheptane-1,2′-thieno[3,2-d]pyrimidin]-4′(3′H)-one). The yield is 14.0%. RXN SMILES: [NH2:1][C:2]1[CH:6]=[C:5]([C:7]2[CH:12]=[CH:11][N:10]=[CH:9][CH:8]=2)[S:4][C:3]=1[C:13]([NH2:15])=[O:14].[C:16]1(=O)[CH2:22][CH2:21][CH2:20][CH2:19][CH2:18][CH2:17]1.O.C1(C)C=CC(S(O)(=O)=O)=CC=1.C(=O)([O-])O.[Na+]>C(O)(=O)C>[N:10]1[CH:9]=[CH:8][C:7]([C:5]2[S:4][C:3]3[C:13](=[O:14])[NH:15][C:16]4([CH2:22][CH2:21][CH2:20][CH2:19][CH2:18][CH2:17]4)[NH:1][C:2]=3[CH:6]=2)=[CH:12][CH:11]=1 |f:2.3,4.5|. Reported procedure: A mixture of 3-amino-5-(pyridin-4-yl)thiophene-2-carboxamide (0.108 g, 0.500 mmol), cycloheptanone (1.0 mL), p-toluenesulfonic acid monohydrate (0.0095 g, 0.050 mmol) and acetic acid (2.0 mL) was stirred for 2 h at 110° C. in a sealed tube. Then, this mixture was poured into sat. aqueous sodium hydrogen carbonate. Extraction with ethyl acetate, washing with brine, drying over magnesium sulfate, filtration and concentration at reduced pressure were carried out. This residue was purified by column...